This data is from the Open Reaction Database (ORD), a public repository of structured organic reaction records. The task is: describe an organic reaction: reactants, conditions, products, and yield Starting materials: NC1=C(C=C(C(=O)O)C=C1)O (4-Amino-3-hydroxybenzoic acid), CCN(C(C)C)C(C)C (N,N′-Diisopropylethylamine), acid chloride, CC1=C(C(=O)Cl)C=CC=N1 (2-methyl nicotinoyl chloride). The solvent is C1CCOC1 (THF), C(Cl)Cl (DCM), C(C)(=O)OCC (Ethyl acetate). Run at temperature 0 celsius, time 30 minute. Yields the product OC=1C=C(C(=O)O)C=CC1NC(=O)C=1C(=NC=CC1)C (3-Hydroxy-4-[(2-methyl-pyridine-3-carbonyl)-amino]-benzoic acid). The yield is 40.2%. Reaction SMILES: [CH3:1][C:2]1[N:10]=[CH:9][CH:8]=[CH:7][C:3]=1[C:4](Cl)=[O:5].CCN(C(C)C)C(C)C.[NH2:20][C:21]1[CH:29]=[CH:28][C:24]([C:25]([OH:27])=[O:26])=[CH:23][C:22]=1[OH:30]>C(Cl)Cl.C1COCC1.C(OCC)(=O)C>[OH:30][C:22]1[CH:23]=[C:24]([CH:28]=[CH:29][C:21]=1[NH:20][C:4]([C:3]1[C:2]([CH3:1])=[N:10][CH:9]=[CH:8][CH:7]=1)=[O:5])[C:25]([OH:27])=[O:26]. Procedure details: 2-methyl nicotinoyl chloride (0.2 g, 0.00128 mols) is dissolved in 30 ml dry DCM and N,N′-Diisopropylethylamine (0.994 g, 0.00769 mols) is added slowly to the acid chloride solution at 0° C. under nitrogen atmosphere. A solution of 4-Amino-3-hydroxybenzoic acid (0.196 g, 0.00128 mols) in 10 ml dry THF is slowly added to the above solution at 0° C. The solution is then stirred at 0° C. for 30 mins and then at RT overnight. The reaction mixture is then diluted with 100 ml Ethyl acetate and stirred... Reactants: FC1=CC2=C(C(=CO2)COC2=C3C=C(NC3=CC=C2)C(=O)O)C=C1 (4-(6-Fluoro-benzofuran-3-ylmethoxy)-1H-indole-2-carboxylic acid), Cl.Cl.Cl.NC1CCN(CC1)C[C@H](C)N1CCC(CC1)O (1-[(S)-2-(4-Amino-piperidin-1-yl)-1-methyl-ethyl]-piperidin-4-ol trihydrochloride). The product is Cl.Cl.OC1CCN(CC1)[C@H](CN1CCC(CC1)NC(=O)C=1NC2=CC=CC(=C2C1)OCC1=COC2=C1C=CC(=C2)F)C (4-(6-Fluoro-benzofuran-3-ylmethoxy)-1H-indole-2-carboxylic acid {1-[(S)-2-(4-hydroxy-piperidin-1-yl)-propyl]-piperidin-4-yl}-amide dihydrochloride). Reaction SMILES: [F:1][C:2]1[CH:24]=[CH:23][C:5]2[C:6]([CH2:9][O:10][C:11]3[CH:19]=[CH:18][CH:17]=[C:16]4[C:12]=3[CH:13]=[C:14]([C:20](O)=[O:21])[NH:15]4)=[CH:7][O:8][C:4]=2[CH:3]=1.[ClH:25].Cl.Cl.[NH2:28][CH:29]1[CH2:34][CH2:33][N:32]([CH2:35][C@@H:36]([N:38]2[CH2:43][CH2:42][CH:41]([OH:44])[CH2:40][CH2:39]2)[CH3:37])[CH2:31][CH2:30]1>>[ClH:25].[ClH:25].[OH:44][CH:41]1[CH2:40][CH2:39][N:38]([C@@H:36]([CH3:37])[CH2:35][N:32]2[CH2:31][CH2:30][CH:29]([NH:28][C:20]([C:14]3[NH:15][C:16]4[C:12]([CH:13]=3)=[C:11]([O:10][CH2:9][C:6]3[C:5]5[CH:23]=[CH:24][C:2]([F:1])=[CH:3][C:4]=5[O:8][CH:7]=3)[CH:19]=[CH:18][CH:17]=4)=[O:21])[CH2:34][CH2:33]2)[CH2:43][CH2:42]1 |f:1.2.3.4,5.6.7|. Procedure details: This compound is synthesized from 4-(6-fluoro-benzofuran-3-ylmethoxy)-1H-indole-2-carboxylic acid (106, see example 55) and amine 50 analogously to the method described in example 1. The reactants are COCCOC, CS(=O)(=O)Cl, COS(=O)(=O)OC, [Cl-], COC(=O)c1c(-c2ccc(F)cc2)nc(N)nc1C(C)C, [Na+], O. Yields the product COC(=O)c1c(-c2ccc(F)cc2)nc(N(C)S(C)(=O)=O)nc1C(C)C. As a reaction SMILES: [CH2:36]([CH2:37][O:38][CH3:39])[O:40][CH3:41].[CH3:22][S:23]([Cl:24])(=[O:25])=[O:26].[CH3:27][O:28][S:29]([O:30][CH3:31])(=[O:32])=[O:33].[Cl-:35].[NH2:1][c:2]1[n:3][c:4]([CH:19]([CH3:20])[CH3:21])[c:5]([C:15](=[O:16])[O:17][CH3:18])[c:6](-[c:8]2[cH:9][cH:10][c:11]([F:14])[cH:12][cH:13]2)[n:7]1.[Na+:34].[OH2:42]>>[N:1]([c:2]1[n:3][c:4]([CH:19]([CH3:20])[CH3:21])[c:5]([C:15](=[O:16])[O:17][CH3:18])[c:6](-[c:8]2[cH:9][cH:10][c:11]([F:14])[cH:12][cH:13]2)[n:7]1)([S:23]([CH3:22])(=[O:25])=[O:26])[CH3:27]. Product: C(C)C1=CC=C(CC2=CC3=C(SC(=C3)CP(O)(O)=O)C=C2)C=C1 ([5-(4-Ethylbenzyl)benzo[b]thiophen-2-ylmethyl]phosphonic acid). Isolated yield 78.4%. Starting materials: C(C)OP(OCC)(=O)CC1=CC2=C(S1)C=CC(=C2)CC2=CC=C(C=C2)CC ([5-(4-ethylbenzyl)benzo[b]thiophen-2-ylmethyl]phosphonic acid diethylester), Cl (HCl). Reaction SMILES: C([O:3][P:4]([CH2:9][C:10]1[S:14][C:13]2[CH:15]=[CH:16][C:17]([CH2:19][C:20]3[CH:25]=[CH:24][C:23]([CH2:26][CH3:27])=[CH:22][CH:21]=3)=[CH:18][C:12]=2[CH:11]=1)(=[O:8])[O:5]CC)C.Cl>C(O)C>[CH2:26]([C:23]1[CH:24]=[CH:25][C:20]([CH2:19][C:17]2[CH:16]=[CH:15][C:13]3[S:14][C:10]([CH2:9][P:4](=[O:3])([OH:5])[OH:8])=[CH:11][C:12]=3[CH:18]=2)=[CH:21][CH:22]=1)[CH3:27]. Reported procedure: To a solution of [5-(4-ethylbenzyl)benzo[b]thiophen-2-ylmethyl]phosphonic acid diethylester (0.80 g) in ethanol (8.0 mL) was added 6N—HCl (8.0 mL), and the reaction mixture was refluxed for 42 hr. Evaporation and crystallization from ethyl acetate-n-hexane gave the title compound (0.54 g) as a colorless crystal. Solvent: C(C)O (ethanol). The reactants are COC(=O)C(C)(C)CC1CCN(c2ccc([N+](=O)[O-])cn2)CC1, CO, [Na+], C1CCOC1, [OH-]. The product is CC(C)(CC1CCN(c2ccc([N+](=O)[O-])cn2)CC1)C(=O)O. As a reaction SMILES: [CH3:1][O:2][C:3]([C:4]([CH2:5][CH:6]1[CH2:7][CH2:8][N:9]([c:12]2[n:13][cH:14][c:15]([N+:18](=[O:19])[O-:20])[cH:16][cH:17]2)[CH2:10][CH2:11]1)([CH3:21])[CH3:22])=[O:23].[CH3:24][OH:25].[Na+:27].[O:28]1[CH2:29][CH2:30][CH2:31][CH2:32]1.[OH-:26]>>[O:2]=[C:3]([C:4]([CH2:5][CH:6]1[CH2:7][CH2:8][N:9]([c:12]2[n:13][cH:14][c:15]([N+:18](=[O:19])[O-:20])[cH:16][cH:17]2)[CH2:10][CH2:11]1)([CH3:21])[CH3:22])[OH:23]. Reactants: O=C([O-])[O-], CCOC(=O)CC(OCC)c1ccc(O)cc1, CN(C)C=O, [Cl-], [I-], [K+], [K+], [K+], [NH4+], ClCc1cccc(Oc2ccccc2)c1. Product: CCOC(=O)CC(OCC)c1ccc(OCc2cccc(Oc3ccccc3)c2)cc1. Reaction SMILES: [C:33](=[O:34])([O-:35])[O-:36].[CH2:1]([CH3:2])[O:3][CH:4]([CH2:5][C:6](=[O:7])[O:8][CH2:9][CH3:10])[c:11]1[cH:12][cH:13][c:14]([OH:17])[cH:15][cH:16]1.[CH3:43][N:44]([CH3:45])[CH:46]=[O:47].[Cl-:41].[I-:40].[K+:37].[K+:38].[K+:39].[NH4+:42].[O:18]([c:19]1[cH:20][cH:21][cH:22][cH:23][cH:24]1)[c:25]1[cH:26][c:27]([CH2:28][Cl:29])[cH:30][cH:31][cH:32]1>>[CH2:1]([CH3:2])[O:3][CH:4]([CH2:5][C:6](=[O:7])[O:8][CH2:9][CH3:10])[c:11]1[cH:12][cH:13][c:14]([O:17][CH2:28][c:27]2[cH:26][c:25]([O:18][c:19]3[cH:20][cH:21][cH:22][cH:23][cH:24]3)[cH:32][cH:31][cH:30]2)[cH:15][cH:16]1. The reactants are Cc1nc(-n2ccc(O)cc2=O)sc1C(=O)NCc1ccccc1, FC(F)(F)c1ccc(CBr)cc1. Product: Cc1nc(-n2ccc(OCc3ccc(C(F)(F)F)cc3)cc2=O)sc1C(=O)NCc1ccccc1. Reaction SMILES: [CH2:13]([c:14]1[cH:15][cH:16][cH:17][cH:18][cH:19]1)[NH:20][C:21](=[O:22])[c:23]1[c:24]([CH3:36])[n:25][c:26](-[n:28]2[c:29](=[O:35])[cH:30][c:31]([OH:34])[cH:32][cH:33]2)[s:27]1.[F:1][C:2]([c:3]1[cH:4][cH:5][c:6]([CH2:7][Br:8])[cH:9][cH:10]1)([F:11])[F:12]>>[F:1][C:2]([c:3]1[cH:4][cH:5][c:6]([CH2:7][O:34][c:31]2[cH:30][c:29](=[O:35])[n:28](-[c:26]3[n:25][c:24]([CH3:36])[c:23]([C:21]([NH:20][CH2:13][c:14]4[cH:15][cH:16][cH:17][cH:18][cH:19]4)=[O:22])[s:27]3)[cH:33][cH:32]2)[cH:9][cH:10]1)([F:11])[F:12].